The task is: describe an organic reaction: reactants, conditions, products, and yield. This data is from the Open Reaction Database (ORD), a public repository of structured organic reaction records. Starting materials: FC1=CC=C(OC=2C=C(C=CC2)C#CC(C)O)C=C1 (4-[3-(4-fluorophenoxy)phenyl]-3-butyn-2-ol), FC1=CC=C(OC=2C=C(C=CC2)C#CC(C)O)C=C1 (4-[3-(4-fluorophenoxy)phenyl]-3-butyn-2-ol), P(Br)(Br)Br (PBr3). Reaction conditions: temperature 15 celsius, time 2 hour. The product is BrC(C)C#CC1=CC(=CC=C1)OC1=CC=C(C=C1)F (2-bromo-4-[3-(4-fluorophenoxy)phenyl]-3-butyne). As a reaction SMILES: P(Br)(Br)[Br:2].[F:5][C:6]1[CH:23]=[CH:22][C:9]([O:10][C:11]2[CH:12]=[C:13]([C:17]#[C:18][CH:19](O)[CH3:20])[CH:14]=[CH:15][CH:16]=2)=[CH:8][CH:7]=1>>[Br:2][CH:19]([C:18]#[C:17][C:13]1[CH:14]=[CH:15][CH:16]=[C:11]([O:10][C:9]2[CH:22]=[CH:23][C:6]([F:5])=[CH:7][CH:8]=2)[CH:12]=1)[CH3:20]. Reported procedure: The solution of 4-[3-(4-fluorophenoxy)phenyl]-3-butyn-2-ol in methyl t-butyl ether prepared in step 1 was cooled to 0°-10° C. and PBr3 (7.6 kg) was added slowly to maintain the reaction temperature under 15° C. The reaction mixture was agitated for 2 hours and then was quenched by the addition of chilled distilled water (25 kg). The layers were separated and the organic phase was diltuted with methyl t-butyl ether, washed with distilled water and 5% aqueous NaHCO3, and concentrated in vacuo to g... Reaction SMILES: [Br:1][c:2]1[c:3]([CH3:9])[cH:4][c:5]([F:8])[cH:6][cH:7]1.[C:41]([CH:42]=[CH2:43])(=[O:44])[O:45][CH2:46][CH3:47].[C:48](#[N:49])[CH2:50][CH3:51].[C:52]([O-:53])(=[O:54])[CH3:55].[C:57]([O-:58])(=[O:59])[CH3:60].[CH:32]([N:33]([CH2:34][CH3:35])[CH:36]([CH3:37])[CH3:38])([CH3:39])[CH3:40].[Pd+2:56].[c:10]1([CH3:11])[cH:12][cH:13][cH:14][cH:15][c:16]1[P:17]([c:18]1[cH:19][cH:20][cH:21][cH:22][c:23]1[CH3:24])[c:25]1[cH:26][cH:27][cH:28][cH:29][c:30]1[CH3:31]>>[c:2]1([CH:43]=[CH:42][C:41](=[O:44])[O:45][CH2:46][CH3:47])[c:3]([CH3:9])[cH:4][c:5]([F:8])[cH:6][cH:7]1. Starting materials: Cc1cc(F)ccc1Br, C=CC(=O)OCC, CCC#N, CC(=O)[O-], CC(=O)[O-], CCN(C(C)C)C(C)C, [Pd+2], Cc1ccccc1P(c1ccccc1C)c1ccccc1C. The product is CCOC(=O)C=Cc1ccc(F)cc1C.